Dataset: the Open Reaction Database (ORD), a public repository of structured organic reaction records. Task: describe an organic reaction: reactants, conditions, products, and yield Starting materials: CCN(C(C)C)C(C)C, Fc1ccccc1-c1csc(N2CCNCC2)n1, O, O=C(Nc1cccnc1)OCC(Cl)(Cl)Cl. Product: O=C(Nc1cccnc1)N1CCN(c2nc(-c3ccccc3F)cs2)CC1. As a reaction SMILES: [CH:34]([N:35]([CH:36]([CH3:37])[CH3:38])[CH2:39][CH3:40])([CH3:41])[CH3:42].[F:16][c:17]1[c:18](-[c:23]2[n:24][c:25]([N:28]3[CH2:29][CH2:30][NH:31][CH2:32][CH2:33]3)[s:26][cH:27]2)[cH:19][cH:20][cH:21][cH:22]1.[OH2:43].[n:1]1[cH:2][c:3]([NH:7][C:8]([O:9][CH2:10][C:11]([Cl:12])([Cl:13])[Cl:14])=[O:15])[cH:4][cH:5][cH:6]1>>[n:1]1[cH:2][c:3]([NH:7][C:8](=[O:15])[N:31]2[CH2:30][CH2:29][N:28]([c:25]3[n:24][c:23](-[c:18]4[c:17]([F:16])[cH:22][cH:21][cH:20][cH:19]4)[cH:27][s:26]3)[CH2:33][CH2:32]2)[cH:4][cH:5][cH:6]1. The reactants are N#CC1CC(F)CN1C(=O)CNC12CCC(C(=O)O)(CC1)CC2, CCCCCc1ccc(N)cc1. The product is CCCCCc1ccc(NC(=O)C23CCC(NCC(=O)N4CC(F)CC4C#N)(CC2)CC3)cc1. As a reaction SMILES: [C:1](=[O:2])([OH:3])[C:4]12[CH2:5][CH2:6][C:7]([NH:12][CH2:13][C:14](=[O:15])[N:16]3[CH:17]([C:22]#[N:23])[CH2:18][CH:19]([F:21])[CH2:20]3)([CH2:8][CH2:9]1)[CH2:10][CH2:11]2.[CH2:24]([CH2:25][CH2:26][CH2:27][CH3:28])[c:29]1[cH:30][cH:31][c:32]([NH2:33])[cH:34][cH:35]1>>[C:1](=[O:2])([C:4]12[CH2:5][CH2:6][C:7]([NH:12][CH2:13][C:14](=[O:15])[N:16]3[CH:17]([C:22]#[N:23])[CH2:18][CH:19]([F:21])[CH2:20]3)([CH2:8][CH2:9]1)[CH2:10][CH2:11]2)[NH:33][c:32]1[cH:31][cH:30][c:29]([CH2:24][CH2:25][CH2:26][CH2:27][CH3:28])[cH:35][cH:34]1.